This data is from the Open Reaction Database (ORD), a public repository of structured organic reaction records. The task is: describe an organic reaction: reactants, conditions, products, and yield Reactants: [BH4-], CO, O=Cc1cc(C(F)(F)F)cc(C(F)(F)F)c1, Cc1cc2c(cc1C(F)(F)F)N(C(=O)OC(C)(C)C)CCCC2N, [Na+]. Product: Cc1cc2c(cc1C(F)(F)F)N(C(=O)OC(C)(C)C)CCCC2NCc1cc(C(F)(F)F)cc(C(F)(F)F)c1. As a reaction SMILES: [BH4-:41].[CH3:43][OH:44].[F:1][C:2]([c:3]1[cH:4][c:5]([CH:6]=[O:7])[cH:8][c:9]([C:11]([F:12])([F:13])[F:14])[cH:10]1)([F:15])[F:16].[NH2:17][CH:18]1[c:19]2[c:20]([cH:32][c:33]([C:37]([F:38])([F:39])[F:40])[c:34]([CH3:36])[cH:35]2)[N:21]([C:25](=[O:26])[O:27][C:28]([CH3:29])([CH3:30])[CH3:31])[CH2:22][CH2:23][CH2:24]1.[Na+:42]>>[F:1][C:2]([c:3]1[cH:4][c:5]([CH2:6][NH:17][CH:18]2[c:19]3[c:20]([cH:32][c:33]([C:37]([F:38])([F:39])[F:40])[c:34]([CH3:36])[cH:35]3)[N:21]([C:25](=[O:26])[O:27][C:28]([CH3:29])([CH3:30])[CH3:31])[CH2:22][CH2:23][CH2:24]2)[cH:8][c:9]([C:11]([F:12])([F:13])[F:14])[cH:10]1)([F:15])[F:16].